From a dataset of the Open Reaction Database (ORD), a public repository of structured organic reaction records. describe an organic reaction: reactants, conditions, products, and yield Starting materials: ClC1=C(C=CC(=C1)C(F)(F)F)N=C=O (2-chloro-4-(trifluoromethyl)-1-isocyanatobenzene), CC(C(C(=O)OC)NC(=O)C=1SC(=CN1)C1=CC=C(C=C1)[N+](=O)[O-])C (Methyl 3-methyl-2-(5-(4-nitrophenyl)thiazole-2-carboxamido)butanoate). The product is ClC1=C(C=CC(=C1)C(F)(F)F)NC(NC1=CC=C(C=C1)C1=CN=C(S1)C(=O)N[C@H](C(=O)OC)C(C)C)=O ((S)-methyl 2-(5-(4-(3-(2-chloro-4-(trifluoromethyl)phenyl)ureido) phenyl)thiazole-2-carboxamido)-3-methylbutanoate). RXN SMILES: [Cl:1][C:2]1[CH:7]=[C:6]([C:8]([F:11])([F:10])[F:9])[CH:5]=[CH:4][C:3]=1[N:12]=[C:13]=[O:14].[CH3:15][CH:16]([CH3:39])[CH:17]([NH:22][C:23]([C:25]1[S:26][C:27]([C:30]2[CH:35]=[CH:34][C:33]([N+:36]([O-])=O)=[CH:32][CH:31]=2)=[CH:28][N:29]=1)=[O:24])[C:18]([O:20][CH3:21])=[O:19]>>[Cl:1][C:2]1[CH:7]=[C:6]([C:8]([F:11])([F:10])[F:9])[CH:5]=[CH:4][C:3]=1[NH:12][C:13](=[O:14])[NH:36][C:33]1[CH:34]=[CH:35][C:30]([C:27]2[S:26][C:25]([C:23]([NH:22][C@@H:17]([CH:16]([CH3:39])[CH3:15])[C:18]([O:20][CH3:21])=[O:19])=[O:24])=[N:29][CH:28]=2)=[CH:31][CH:32]=1. Procedure details: The title compound was synthesized analogous to Example 9, using 2-chloro-4-(trifluoromethyl)-1-isocyanatobenzene and intermediate 2. 1HNMR (DMSO-d6, 300 MHz): δ 9.860 (s, 1H), 8.747-8.720 (d, 2H), 8.687 (s, 1H), 8.495-8.465 (d, J=9 Hz, 1H), 8.376 (s, 1H), 7.892 (s, 1H), 7.769-7.741 (d, J=8.4 Hz, 2H), 7.718-7.688 (d, J=9 Hz, 1H), 7.611-7.582 (d, J=8.7 Hz, 2H), 4.351-4.301 (t, J=7.5 Hz, 1H), 3.682 (s, 3H), 2.285-2.262 (m, 1H), 0.967-0.924 (t, J=6.6 Hz, 6H); MS (ESI) m/z 555 (M+H). Reactants: BrC1(C(C1)C(=O)OCC)F (ethyl 2-bromo-2-fluoro-1-cyclopropanecarboxylate), NCCN (1,2-diaminoethane). The reagents and catalysts are [C].[Pd] (palladium-carbon). The solvent is C(C)O (ethanol). Reaction conditions: time 48 hour. Yields the product FC1C(C1)C(=O)OCC (Ethyl 2-fluoro-1-cyclopropanecarboxylate). Yield: 81.0%. RXN SMILES: Br[C:2]1([F:10])[CH2:4][CH:3]1[C:5]([O:7][CH2:8][CH3:9])=[O:6].NCCN>[C].[Pd].C(O)C>[F:10][CH:2]1[CH2:4][CH:3]1[C:5]([O:7][CH2:8][CH3:9])=[O:6] |f:2.3|. Procedure details: An internal glass tube was introduced into an autoclave and 211 mg of ethyl 2-bromo-2-fluoro-1-cyclopropanecarboxylate [obtained in accordance with the method of Bulletin of Faculty of Education, Wakayama University, 33, 33 (1984); cis:trans=0.8:1], 40 mg of 5% palladium-carbon (moisture content: 55% wet) and 8 ml of ethanol were fed thereinto. Then 90 mg of 1,2-diaminoethane was further added and the mixture was stirred at room temperature under an elevated hydrogen gas atmosphere (50 kgf/cm2) ... Starting materials: O1C(COC2=CC=C(C=O)C=C2)C1 (4-(2,3-epoxypropoxy)benzaldehyde), C(C)(C)(C)N (tert. butylamine), 4-(3-tert.butylamino-2-hydroxypropxy)benzaldehyde. The solvent is Cl (hydrochloric acid). Yields the product C(C)(C)(C)NCC(COC1=CC=C(C=O)C=C1)O (4-(3-tert. Butylamino-2-hydroxypropoxy)benzaldehyde). Reaction SMILES: [O:1]1[CH2:13][CH:2]1[CH2:3][O:4][C:5]1[CH:12]=[CH:11][C:8]([CH:9]=[O:10])=[CH:7][CH:6]=1.[C:14]([NH2:18])([CH3:17])([CH3:16])[CH3:15]>Cl>[C:14]([NH:18][CH2:13][CH:2]([OH:1])[CH2:3][O:4][C:5]1[CH:12]=[CH:11][C:8]([CH:9]=[O:10])=[CH:7][CH:6]=1)([CH3:17])([CH3:16])[CH3:15]. Reported procedure: To 4-(2,3-epoxypropoxy)benzaldehyde (20 g.) is added tert. butylamine (50 ml.) and the resulting solution is refluxed 17 hours. The excess tert. butylamine is removed by heating at atmospheric pressure to yield a solid residue. To this residue is added 6 N hydrochloric acid (200 ml.) and the resulting mixture is heated 5 hours on a steam bath. The solution is cooled and concentrated to 100 ml. on a steam bath under reduced pressure (20 mm. Hg.). The concentrated solution is made basic to pH 10 w... Reactants: O=C(O)c1cc(Cl)cnc1COc1cccc(Cl)c1, Cl, COC(=O)c1ccc(C(C)N)cc1. Yields the product COC(=O)c1ccc(C(C)NC(=O)c2cc(Cl)cnc2COc2cccc(Cl)c2)cc1. Reaction SMILES: [Cl:1][c:2]1[cH:3][n:4][c:5]([CH2:11][O:12][c:13]2[cH:14][c:15]([Cl:19])[cH:16][cH:17][cH:18]2)[c:6]([C:7](=[O:8])[OH:9])[cH:10]1.[ClH:20].[NH2:21][CH:22]([CH3:23])[c:24]1[cH:25][cH:26][c:27]([C:28](=[O:29])[O:30][CH3:31])[cH:32][cH:33]1>>[Cl:1][c:2]1[cH:3][n:4][c:5]([CH2:11][O:12][c:13]2[cH:14][c:15]([Cl:19])[cH:16][cH:17][cH:18]2)[c:6]([C:7](=[O:9])[NH:21][CH:22]([CH3:23])[c:24]2[cH:25][cH:26][c:27]([C:28](=[O:29])[O:30][CH3:31])[cH:32][cH:33]2)[cH:10]1. Reactants: CC1CN(Cc2ccc([N+](=O)[O-])cc2)CC(C)N1C(=O)OC(C)(C)C, CO, [Cl-], [Fe], [NH4+], O. Yields the product CC1CN(Cc2ccc(N)cc2)CC(C)N1C(=O)OC(C)(C)C. As a reaction SMILES: [CH3:1][CH:2]1[N:3]([C:19](=[O:20])[O:21][C:22]([CH3:23])([CH3:24])[CH3:25])[CH:4]([CH3:18])[CH2:5][N:6]([CH2:8][c:9]2[cH:10][cH:11][c:12]([N+:15]([O-:16])=[O:17])[cH:13][cH:14]2)[CH2:7]1.[CH3:28][OH:29].[Cl-:26].[Fe:31].[NH4+:27].[OH2:30]>>[CH3:1][CH:2]1[N:3]([C:19](=[O:20])[O:21][C:22]([CH3:23])([CH3:24])[CH3:25])[CH:4]([CH3:18])[CH2:5][N:6]([CH2:8][c:9]2[cH:10][cH:11][c:12]([NH2:15])[cH:13][cH:14]2)[CH2:7]1.